This data is from the Open Reaction Database (ORD), a public repository of structured organic reaction records. The task is: describe an organic reaction: reactants, conditions, products, and yield The reactants are CS(=O)(=O)Cl (methanesulfonyl chloride), NC1=CC=C2C=CNC2=C1C(=O)O (6-amino-1H-indole-7-carboxylic acid), N1=CC=CC=C1 (pyridine), ClC=1C(=NC=CC1)N1N=C(C=C1C(=O)O)C(F)(F)F (2-(3-chloro-pyridin-2-yl)-5-trifluoromethyl-2H-pyrazole-3-carboxylic acid). Solvent: C(C)#N (acetonitrile). Conditions: time 30 minute. The product is ClC=1C(=NC=CC1)N1N=C(C=C1C1=NC2=CC=C3C(=C2C(O1)=O)NC=C3)C(F)(F)F (7-[2-(3-chloro-pyridin-2-yl)-5-trifluoromethyl-2H-pyrazol-3-yl]-1H-8-oxa-1,6-diaza-cyclopenta[a]naphthalen-9-one). The yield is 24.4%. Reaction SMILES: [NH2:1][C:2]1[C:10]([C:11]([OH:13])=[O:12])=[C:9]2[C:5]([CH:6]=[CH:7][NH:8]2)=[CH:4][CH:3]=1.[Cl:14][C:15]1[C:16]([N:21]2[C:25]([C:26](O)=O)=[CH:24][C:23]([C:29]([F:32])([F:31])[F:30])=[N:22]2)=[N:17][CH:18]=[CH:19][CH:20]=1.N1C=CC=CC=1.CS(Cl)(=O)=O>C(#N)C>[Cl:14][C:15]1[C:16]([N:21]2[C:25]([C:26]3[O:12][C:11](=[O:13])[C:10]4[C:2](=[CH:3][CH:4]=[C:5]5[CH:6]=[CH:7][NH:8][C:9]5=4)[N:1]=3)=[CH:24][C:23]([C:29]([F:32])([F:30])[F:31])=[N:22]2)=[N:17][CH:18]=[CH:19][CH:20]=1. Procedure: To a suspension of 79 mg (0.45 mmol) of 6-amino-1H-indole-7-carboxylic acid in 7 mL of acetonitrile, is added 130 mg (0.45 mmol) of 2-(3-chloro-pyridin-2-yl)-5-trifluoromethyl-2H-pyrazole-3-carboxylic acid followed by 0.16 mL (2.06 mmol) of pyridine. The mixture is stirred at ambient temperature during 30 minutes. Then the suspension is cooled to 0° C. and 0.12 mL (1.57 mmol) of methanesulfonyl chloride is added dropwise. The mixture is stirred at 0° C. during 30 minutes and 2 hours at ambient t... Reactants: ClCCN1CC(CCC1)N1N=C(C2=C1C=1C=CC=CC1S(C2)(=O)=O)C(=O)N2CCOCC2 (1- [1-(2-chloroethyl)piperidin-3-yl]-3-(morpholin-4-ylcarbonyl)-1,4-dihydrothiochromeno[4,3-c]pyrazole 5,5-dioxide), C(=O)([O-])[O-].[K+].[K+] (K2CO3), N1CCOCC1 (morpholine), [I-].[Na+] (sodium iodide). Run in C(C)#N (ACN), C(Cl)Cl (DCM). Run at temperature 60 celsius, time 8 hour. Yields the product N1(CCOCC1)C(=O)C=1C2=C(N(N1)C1CN(CCC1)CCN1CCOCC1)C=1C=CC=CC1S(C2)(=O)=O (3-(morpholin-4-ylcarbonyl)-1-[1-(2-morpholin-4-ylethyl)piperidin-3-yl]-1,4-dihydrothiochromeno[4,3-c]pyrazole 5,5-dioxide). As a reaction SMILES: Cl[CH2:2][CH2:3][N:4]1[CH2:9][CH2:8][CH2:7][CH:6]([N:10]2[C:14]3[C:15]4[CH:16]=[CH:17][CH:18]=[CH:19][C:20]=4[S:21](=[O:24])(=[O:23])[CH2:22][C:13]=3[C:12]([C:25]([N:27]3[CH2:32][CH2:31][O:30][CH2:29][CH2:28]3)=[O:26])=[N:11]2)[CH2:5]1.[NH:33]1[CH2:38][CH2:37][O:36][CH2:35][CH2:34]1.[I-].[Na+].C([O-])([O-])=O.[K+].[K+]>C(#N)C.C(Cl)Cl>[N:27]1([C:25]([C:12]2[C:13]3[CH2:22][S:21](=[O:23])(=[O:24])[C:20]4[CH:19]=[CH:18][CH:17]=[CH:16][C:15]=4[C:14]=3[N:10]([CH:6]3[CH2:7][CH2:8][CH2:9][N:4]([CH2:3][CH2:2][N:33]4[CH2:38][CH2:37][O:36][CH2:35][CH2:34]4)[CH2:5]3)[N:11]=2)=[O:26])[CH2:32][CH2:31][O:30][CH2:29][CH2:28]1 |f:2.3,4.5.6|. Procedure details: Enantiomer A of 1- [1-(2-chloroethyl)piperidin-3-yl]-3-(morpholin-4-ylcarbonyl)-1,4-dihydrothiochromeno[4,3-c]pyrazole 5,5-dioxide (274 mg; 0.57 mmol; 1.00 eq.), morpholine (199 μl; 2.29 mmol; 4.00 eq.), sodium iodide (85 mg; 0.57 mmol; 1.00 eq.) and K2CO3 (237 mg; 1.72 mmol; 3.00 eq.) are taken up in ACN (6 mL). The reaction mixture is stirred at 60° C. overnight. The reaction mixture is diluted in DCM and washed with water, brine, then dried over MgSO4 and evaporated. Purification by flash chr... The reactants are NC=1C=C(C=CC1)N1C(CC(C1)C1=CC(=C(C=C1)OC)OC1CCCC1)=O (1-(3-aminophenyl)-4-(3-cyclopentyloxy-4-methoxyphenyl)-pyrrolidin-2-one), C1(=CC=CC=C1)N=C=O (Phenylisocyanate). Solvent: C(Cl)Cl (CH2Cl2). Reaction conditions: time 20 hour. Product: C1(CCCC1)OC=1C=C(C=CC1OC)C1CC(N(C1)C=1C=C(C=CC1)NC(=O)NC1=CC=CC=C1)=O (1-{3-[4-(3-cyclopentyloxy-4-methoxyphenyl)-2-oxo-pyrrolidin-1-yl]-phenyl}-3-phenylurea). Reaction SMILES: [NH2:1][C:2]1[CH:3]=[C:4]([N:8]2[CH2:12][CH:11]([C:13]3[CH:18]=[CH:17][C:16]([O:19][CH3:20])=[C:15]([O:21][CH:22]4[CH2:26][CH2:25][CH2:24][CH2:23]4)[CH:14]=3)[CH2:10][C:9]2=[O:27])[CH:5]=[CH:6][CH:7]=1.[C:28]1([N:34]=[C:35]=[O:36])[CH:33]=[CH:32][CH:31]=[CH:30][CH:29]=1>C(Cl)Cl>[CH:22]1([O:21][C:15]2[CH:14]=[C:13]([CH:11]3[CH2:12][N:8]([C:4]4[CH:3]=[C:2]([NH:1][C:35]([NH:34][C:28]5[CH:33]=[CH:32][CH:31]=[CH:30][CH:29]=5)=[O:36])[CH:7]=[CH:6][CH:5]=4)[C:9](=[O:27])[CH2:10]3)[CH:18]=[CH:17][C:16]=2[O:19][CH3:20])[CH2:26][CH2:25][CH2:24][CH2:23]1. Procedure: A solution of 1-(3-aminophenyl)-4-(3-cyclopentyloxy-4-methoxyphenyl)-pyrrolidin-2-one (8 mg, 0.022 mmol) in CH2Cl2 (0.5 mL) was created. Phenylisocyanate (0.023 mmol) was added, and the reaction mixture was stirred for 20 h. Concentration under reduced pressure and purification by column chromatography on silica gel (EtOAc:Hexane=1:2) gave the desired product. Starting materials: C1(=CC=CC=C1)PC1=CC=CC=C1 (Diphenylphosphine), N(=[N+]=[N-])C(C)C=1OC(=C(N1)C)C1=CC=C(C=C1)Cl (2-(1-azidoethyl)-5-(4-chlorophenyl)-4-methyloxazole). Solvent: CO (methanol). Run at time 3 hour. The product is ClC1=CC=C(C=C1)C1=C(N=C(O1)C(C)N)C (1-(5-(4-chlorophenyl)-4-methyloxazol-2-yl)ethanamine). As a reaction SMILES: C1(PC2C=CC=CC=2)C=CC=CC=1.[N:14]([CH:17]([C:19]1[O:20][C:21]([C:25]2[CH:30]=[CH:29][C:28]([Cl:31])=[CH:27][CH:26]=2)=[C:22]([CH3:24])[N:23]=1)[CH3:18])=[N+]=[N-]>CO>[Cl:31][C:28]1[CH:27]=[CH:26][C:25]([C:21]2[O:20][C:19]([CH:17]([NH2:14])[CH3:18])=[N:23][C:22]=2[CH3:24])=[CH:30][CH:29]=1. Procedure details: SiliaBond® Diphenylphosphine (1500 mg, 1.19 mmol/g) was added to a solution of 2-(1-azidoethyl)-5-(4-chlorophenyl)-4-methyloxazole (366 mg, 1.393 mmol) in anhydrous methanol (15 ml) and shaken for 3 hours. The reaction was filtered and concentrated in vacuo. Flash column chromatography (silica, 40 g) eluting with 2-10% MeOH/DCM afforded 160 mg (white solid). HRMS(B) tR=1.73 min; MS m/z 236.0716 Starting materials: CN(C)C1CCN(Cc2ccccc2)CC1, CO. Yields the product CN(C)C1CCNCC1. RXN SMILES: [CH2:1]([c:2]1[cH:3][cH:4][cH:5][cH:6][cH:7]1)[N:8]1[CH2:9][CH2:10][CH:11]([N:14]([CH3:15])[CH3:16])[CH2:12][CH2:13]1.[CH3:17][OH:18]>>[NH:8]1[CH2:9][CH2:10][CH:11]([N:14]([CH3:15])[CH3:16])[CH2:12][CH2:13]1. Starting materials: CC(C)(C)[Si](C)(C)N1C(=O)CC1CC=CC(=O)OCc1ccccc1, O=C([O-])O, CO, Cl, [Na+]. The product is O=C1CC(CC=CC(=O)OCc2ccccc2)N1. RXN SMILES: [C:1]([Si:2]([CH3:3])([CH3:4])[N:6]1[CH:7]([CH2:11][CH:12]=[CH:13][C:14](=[O:15])[O:16][CH2:17][c:18]2[cH:19][cH:20][cH:21][cH:22][cH:23]2)[CH2:8][C:9]1=[O:10])([CH3:5])([CH3:24])[CH3:25].[C:27](=[O:28])([OH:29])[O-:30].[CH3:32][OH:33].[ClH:26].[Na+:31]>>[NH:6]1[CH:7]([CH2:11][CH:12]=[CH:13][C:14](=[O:15])[O:16][CH2:17][c:18]2[cH:19][cH:20][cH:21][cH:22][cH:23]2)[CH2:8][C:9]1=[O:10].